Dataset: the Open Reaction Database (ORD), a public repository of structured organic reaction records. Task: describe an organic reaction: reactants, conditions, products, and yield The reactants are CCNC(C)(C)C(N)=O, Cc1c(C(=O)O)nn(-c2ccc(Cl)cc2Cl)c1-c1ccc(Cl)cc1. The product is CCN1C(c2nn(-c3ccc(Cl)cc3Cl)c(-c3ccc(Cl)cc3)c2C)=NC(=O)C1(C)C. As a reaction SMILES: [CH2:25]([CH3:26])[NH:27][C:28]([C:29](=[O:30])[NH2:31])([CH3:32])[CH3:33].[Cl:1][c:2]1[cH:3][cH:4][c:5](-[c:8]2[c:9]([CH3:24])[c:10]([C:21]([OH:22])=[O:23])[n:11][n:12]2-[c:13]2[c:14]([Cl:20])[cH:15][c:16]([Cl:19])[cH:17][cH:18]2)[cH:6][cH:7]1>>[Cl:1][c:2]1[cH:3][cH:4][c:5](-[c:8]2[c:9]([CH3:24])[c:10]([C:21]3=[N:31][C:29](=[O:30])[C:28]([CH3:32])([CH3:33])[N:27]3[CH2:25][CH3:26])[n:11][n:12]2-[c:13]2[c:14]([Cl:20])[cH:15][c:16]([Cl:19])[cH:17][cH:18]2)[cH:6][cH:7]1.